Dataset: the Open Reaction Database (ORD), a public repository of structured organic reaction records. Task: describe an organic reaction: reactants, conditions, products, and yield Starting materials: COC(=O)c1c(-c2ccccc2)ccnc1Oc1nc(OC)cc(OC)n1, CS(C)=O, [Na+], [OH-], O. Product: COc1cc(OC)nc(Oc2nccc(-c3ccccc3)c2C(=O)O)n1. RXN SMILES: [CH3:1][O:2][c:3]1[n:4][c:5]([O:11][c:12]2[c:13]([C:14](=[O:15])[O:16][CH3:17])[c:18](-[c:22]3[cH:23][cH:24][cH:25][cH:26][cH:27]3)[cH:19][cH:20][n:21]2)[n:6][c:7]([O:9][CH3:10])[cH:8]1.[CH3:28][S:29]([CH3:30])=[O:31].[Na+:33].[OH-:32].[OH2:34]>>[CH3:1][O:2][c:3]1[n:4][c:5]([O:11][c:12]2[c:13]([C:14](=[O:15])[OH:16])[c:18](-[c:22]3[cH:23][cH:24][cH:25][cH:26][cH:27]3)[cH:19][cH:20][n:21]2)[n:6][c:7]([O:9][CH3:10])[cH:8]1. Starting materials: N(=[N+]=[N-])CC(CF)O (1-Azido-3-fluoropropan-2-ol), C(#CC)N1C(=NC=C1)[N+](=O)[O-] (1-propynyl-2-nitroimidazole), C1CCOC1 (THF), O=C1C(O)=C([O-])[C@H](O1)[C@@H](O)CO.[Na+] (sodium ascorbate). The reagents and catalysts are [O-]S(=O)(=O)[O-].[Cu+2] (CuSO4). Solvent: O (water), CC(C)(C)O (t-BuOH). Conditions: time 16 hour. Yields the product FCC(CN1N=NC(=C1)CN1C(=NC=C1)[N+](=O)[O-])O (1-Fluoro-3-(4-((2-nitro-1H-imidazol-1-yl)methyl)-1H-1,2,3-triazol-1-yl)propan-2-ol). The yield is 4.2%. RXN SMILES: [N:1]([CH2:4][CH:5]([OH:8])[CH2:6][F:7])=[N+:2]=[N-:3].[C:9]([N:12]1[CH:16]=[CH:15][N:14]=[C:13]1[N+:17]([O-:19])=[O:18])#[C:10][CH3:11].C1COCC1.O=C1O[C@H]([C@H](CO)O)C([O-])=C1O.[Na+]>[O-]S([O-])(=O)=O.[Cu+2].O.CC(O)(C)C>[F:7][CH2:6][CH:5]([OH:8])[CH2:4][N:1]1[CH:11]=[C:10]([CH2:9][N:12]2[CH:16]=[CH:15][N:14]=[C:13]2[N+:17]([O-:19])=[O:18])[N:3]=[N:2]1 |f:3.4,5.6|. Reported procedure: To a vial was added fluoroazide 17 (690 mg, 5.79 mmol) and 1-propynyl-2-nitroimidazole (876 mg, 5.79 mmol). To this flask was added THF (3 mL), t-BuOH (3 mL), water (3 mL), CuSO4 (185 mg, 1.16 mmol) and sodium ascorbate (1.15 g, 5.79 mmol). After 16 hrs, the reaction was poured onto EtOAc and washed with NH4OH. The organics were combined and the material was then purified on a silica gel column using EtOAc:Hex as the eluent. The material was then further purified via recrystallization using EtOA...